Dataset: the Open Reaction Database (ORD), a public repository of structured organic reaction records. Task: describe an organic reaction: reactants, conditions, products, and yield The reactants are CC(C)S(=O)(=O)Cl, ClCCl, Cl, C1CCC2=NCCCN2CC1, NC1Cc2ccccc2C1. Product: CC(C)S(=O)(=O)NC1Cc2ccccc2C1. Reaction SMILES: [CH:23]([CH3:24])([CH3:25])[S:26](=[O:27])(=[O:28])[Cl:29].[Cl:30][CH2:31][Cl:32].[ClH:1].[N:12]12[CH2:13][CH2:14][CH2:15][N:16]=[C:17]1[CH2:18][CH2:19][CH2:20][CH2:21][CH2:22]2.[NH2:2][CH:3]1[CH2:4][c:5]2[cH:6][cH:7][cH:8][cH:9][c:10]2[CH2:11]1>>[NH:2]([CH:3]1[CH2:4][c:5]2[cH:6][cH:7][cH:8][cH:9][c:10]2[CH2:11]1)[S:26]([CH:23]([CH3:24])[CH3:25])(=[O:27])=[O:28]. Starting materials: CCO, ClCCl, Cl, [Na+], [OH-], CN1CCc2ccccc2C(=NO)C1=O. Yields the product CN1CCc2ccccc2C(N)C1=O. Reaction SMILES: [CH3:16][CH2:17][OH:18].[Cl:22][CH2:23][Cl:24].[ClH:19].[Na+:21].[OH-:20].[OH:1][N:2]=[C:3]1[C:4](=[O:15])[N:5]([CH3:14])[CH2:6][CH2:7][c:8]2[c:9]1[cH:10][cH:11][cH:12][cH:13]2>>[NH2:2][CH:3]1[C:4](=[O:15])[N:5]([CH3:14])[CH2:6][CH2:7][c:8]2[c:9]1[cH:10][cH:11][cH:12][cH:13]2. Starting materials: CC(=O)[O-], CC(=O)[O-], CCN(CC)C(=O)c1ccc(Br)cc1, NC1CCN(Cc2ccccc2)CC1, CC(C)(C)[O-], Cc1ccccc1, CCOC(C)=O, [Na+], [Pd+2], c1ccc(P(c2ccccc2)c2ccc3ccccc3c2-c2c(P(c3ccccc3)c3ccccc3)ccc3ccccc23)cc1. Yields the product CCN(CC)C(=O)c1ccc(NC2CCN(Cc3ccccc3)CC2)cc1. RXN SMILES: [C:94]([O-:95])(=[O:96])[CH3:97].[C:99]([O-:100])(=[O:101])[CH3:102].[CH2:15]([CH3:16])[N:17]([C:18]([c:19]1[cH:20][cH:21][c:22]([Br:25])[cH:23][cH:24]1)=[O:26])[CH2:27][CH3:28].[CH2:1]([c:2]1[cH:3][cH:4][cH:5][cH:6][cH:7]1)[N:8]1[CH2:9][CH2:10][CH:11]([NH2:14])[CH2:12][CH2:13]1.[CH3:75][C:76]([CH3:77])([O-:78])[CH3:79].[CH3:81][c:82]1[cH:83][cH:84][cH:85][cH:86][cH:87]1.[CH3:88][CH2:89][O:90][C:91](=[O:92])[CH3:93].[Na+:80].[Pd+2:98].[cH:29]1[cH:30][cH:31][c:32]([P:33]([c:34]2[cH:35][cH:36][c:37]3[c:38]([cH:39][cH:40][cH:41][cH:42]3)[c:43]2-[c:44]2[c:45]3[c:46]([cH:47][cH:48][cH:49][cH:50]3)[cH:51][cH:52][c:53]2[P:54]([c:55]2[cH:56][cH:57][cH:58][cH:59][cH:60]2)[c:61]2[cH:62][cH:63][cH:64][cH:65][cH:66]2)[c:67]2[cH:68][cH:69][cH:70][cH:71][cH:72]2)[cH:73][cH:74]1>>[CH2:1]([c:2]1[cH:3][cH:4][cH:5][cH:6][cH:7]1)[N:8]1[CH2:9][CH2:10][CH:11]([NH:14][c:22]2[cH:21][cH:20][c:19]([C:18]([N:17]([CH2:15][CH3:16])[CH2:27][CH3:28])=[O:26])[cH:24][cH:23]2)[CH2:12][CH2:13]1. The reactants are BrC=1C=NC=C(C1)OC (3-Bromo-5-methoxypyridine), N (ammonia), [OH-].[Na+] (NaOH). Reagents/catalysts: [O-]S(=O)(=O)[O-].[Cu+2] (CuSO4). Run at temperature 135 celsius, time 4 hour. The product is NC=1C=NC=C(C1)OC (3-amino-5-methoxypyridine). As a reaction SMILES: Br[C:2]1[CH:3]=[N:4][CH:5]=[C:6]([O:8][CH3:9])[CH:7]=1.[OH-].[Na+].[NH3:12]>[O-]S([O-])(=O)=O.[Cu+2]>[NH2:12][C:2]1[CH:3]=[N:4][CH:5]=[C:6]([O:8][CH3:9])[CH:7]=1 |f:1.2,4.5|. Reported procedure: 3-Bromo-5-methoxypyridine (15 g) was added to a pressure vessel, and CuSO4 (3.9 g) and 25% aq ammonia (150 mL) were added. The reaction mixture was stirred for 4 h at 135° C., then cooled to RT, basified with aqueous NaOH solution, and extracted with CH2Cl2. After evaporation of volatiles, 3-amino-5-methoxypyridine was obtained as yellow solid.